This data is from the Open Reaction Database (ORD), a public repository of structured organic reaction records. The task is: describe an organic reaction: reactants, conditions, products, and yield The reactants are COC(=O)CNC(=O)C1=C(O)c2cc(Cl)ccc2C2(CCN(C(=O)OC(C)(C)C)CC2)C1=O, Cl, C1COCCO1. The product is COC(=O)CNC(=O)C1=C(O)c2cc(Cl)ccc2C2(CCNCC2)C1=O. As a reaction SMILES: [Cl:1][c:2]1[cH:3][c:4]2[c:9]([cH:10][cH:11]1)[C:8]1([C:7](=[O:24])[C:6]([C:25](=[O:26])[NH:27][CH2:28][C:29](=[O:30])[O:31][CH3:32])=[C:5]2[OH:33])[CH2:12][CH2:13][N:14]([C:17]([O:18][C:19]([CH3:20])([CH3:21])[CH3:22])=[O:23])[CH2:15][CH2:16]1.[ClH:34].[O:35]1[CH2:36][CH2:37][O:38][CH2:39][CH2:40]1>>[Cl:1][c:2]1[cH:3][c:4]2[c:9]([cH:10][cH:11]1)[C:8]1([C:7](=[O:24])[C:6]([C:25](=[O:26])[NH:27][CH2:28][C:29](=[O:30])[O:31][CH3:32])=[C:5]2[OH:33])[CH2:12][CH2:13][NH:14][CH2:15][CH2:16]1. Reactants: C(#N)C=1C=C(C=CC1)C=1CCN(CC1)C(=O)OC(C)(C)C (tert-Butyl 4-(3-cyanophenyl)-3,6-dihydropyridine-1(2H)-carboxylate), [H][H] (hydrogen). The reagents and catalysts are [OH-].[OH-].[Pd+2] (Pd(OH)2/C). The solvent is CO (methanol). The product is C(#N)C=1C=C(C=CC1)C1CCN(CC1)C(=O)OC(C)(C)C (tert-butyl 4-(3-cyanophenyl)piperidine-1-carboxylate). RXN SMILES: [C:1]([C:3]1[CH:4]=[C:5]([C:9]2[CH2:10][CH2:11][N:12]([C:15]([O:17][C:18]([CH3:21])([CH3:20])[CH3:19])=[O:16])[CH2:13][CH:14]=2)[CH:6]=[CH:7][CH:8]=1)#[N:2].[H][H]>CO.[OH-].[OH-].[Pd+2]>[C:1]([C:3]1[CH:4]=[C:5]([CH:9]2[CH2:10][CH2:11][N:12]([C:15]([O:17][C:18]([CH3:21])([CH3:20])[CH3:19])=[O:16])[CH2:13][CH2:14]2)[CH:6]=[CH:7][CH:8]=1)#[N:2] |f:3.4.5|. Reported procedure: tert-Butyl 4-(3-cyanophenyl)-3,6-dihydropyridine-1(2H)-carboxylate (1.00 g, 3.52 mmol) was combined with 20% Pd(OH)2/C (1 g) in 25 mL of methanol. This mixture was stirred under a hydrogen atmosphere using a hydrogen filled balloon for 5 h. The reaction mixture was filtered through a celite plug and the filtrate was concentrated. Purification by MPLC (silica, 38% ethyl acetate/hexanes) gave tert-butyl 4-(3-cyanophenyl)piperidine-1-carboxylate. ESI-MS calc. for C17H22N2O2: 286; Found: 309 (M+Na+)...